This data is from the Open Reaction Database (ORD), a public repository of structured organic reaction records. The task is: describe an organic reaction: reactants, conditions, products, and yield Reactants: FC(C(=O)O)(F)F (trifluoroacetic acid), [H-].[Na+] (sodium hydride), FC(OC=1C=CC2=C(NC(O2)=O)C1)(F)F (5-[(trifluoromethyl)oxy]-1,3-benzoxazol-2(3H)-one), BrCC(=O)OCC (ethyl bromoacetate). Solvent: CC#N.O (CH3CN H2O), O1CCCC1 (tetrahydrofuran), O1CCCC1 (tetrahydrofuran). Reaction conditions: time 10 minute. Product: O=C1OC2=C(N1CC(=O)OCC)C=C(C=C2)OC(F)(F)F (ethyl [2-oxo-5-[(trifluoromethyl)oxy]-1,3-benzoxazol-3(2H)-yl]acetate). Yield: 58.8%. Reaction SMILES: [F:1][C:2]([F:15])([F:14])[O:3][C:4]1[CH:5]=[CH:6][C:7]2[O:11][C:10](=[O:12])[NH:9][C:8]=2[CH:13]=1.[H-].[Na+].Br[CH2:19][C:20]([O:22][CH2:23][CH3:24])=[O:21].FC(F)(F)C(O)=O>O1CCCC1.CC#N.O>[O:12]=[C:10]1[N:9]([CH2:19][C:20]([O:22][CH2:23][CH3:24])=[O:21])[C:8]2[CH:13]=[C:4]([O:3][C:2]([F:1])([F:14])[F:15])[CH:5]=[CH:6][C:7]=2[O:11]1 |f:1.2,6.7|. Reported procedure: A solution of 5-[(trifluoromethyl)oxy]-1,3-benzoxazol-2(3H)-one (1.12 g, 5.1 mmol) dissolved in 6 mL of anhydrous tetrahydrofuran was added drop-wise to a mixture of sodium hydride (60% by weight in mineral oil, 0.22 g, 5.6 mmol) suspended in 11 mL of anhydrous tetrahydrofuran under argon. The mixture was allowed to stir at room temperature for 10 minutes and then ethyl bromoacetate (0.68 mL, 6.1 mmol) was added to the mixture and stirred vigorously for 18 hours before it was determined to be co...